Dataset: the Open Reaction Database (ORD), a public repository of structured organic reaction records. Task: describe an organic reaction: reactants, conditions, products, and yield Starting materials: C(C)(C)(C)OC(=O)N1CCC(CC1)C#C (4-ethynyl-piperidine-1-carboxylic acid tert-butyl ester), ClC1=NC=NC2=CC=C(C=C12)I (4-chloro-6-iodoquinazoline), dichlorobis(triphenylphosphine) palladium(II), C(C)(C)NC(C)C (diisopropylamine). The reagents and catalysts are [Cu]I (copper(I) iodide). Solvent: C1CCOC1 (THF). Reaction conditions: time 2 hour. The product is C(C)(C)(C)OC(=O)N1CCC(CC1)C#CC=1C=C2C(=NC=NC2=CC1)Cl (4-(4-Chloro-quinazolin-6-ylethynyl)-piperidine-1-carboxylic acid tert-butyl ester). RXN SMILES: [C:1]([O:5][C:6]([N:8]1[CH2:13][CH2:12][CH:11]([C:14]#[CH:15])[CH2:10][CH2:9]1)=[O:7])([CH3:4])([CH3:3])[CH3:2].[Cl:16][C:17]1[C:26]2[C:21](=[CH:22][CH:23]=[C:24](I)[CH:25]=2)[N:20]=[CH:19][N:18]=1.C(NC(C)C)(C)C>C1COCC1.[Cu]I>[C:1]([O:5][C:6]([N:8]1[CH2:13][CH2:12][CH:11]([C:14]#[C:15][C:24]2[CH:25]=[C:26]3[C:21](=[CH:22][CH:23]=2)[N:20]=[CH:19][N:18]=[C:17]3[Cl:16])[CH2:10][CH2:9]1)=[O:7])([CH3:4])([CH3:3])[CH3:2]. Procedure details: A mixture of 4-ethynyl-piperidine-1-carboxylic acid tert-butyl ester (1.12 g, 5.35 mmol), 4-chloro-6-iodoquinazoline (1.35 g, 4.65 mmol), dichlorobis(triphenylphosphine) palladium(II) (0.16 g, 0.23 mmol), copper(I) iodide (0.044 g, 0.23 mmol), and diisopropylamine (0.47 g, 4.65 mmol) in anhydrous THF (20 mL) was stirred at room temperature under nitrogen for 2 hours. After concentration, the residue was dissolved in CH2Cl2 (100 mL), washed with aqueous NH4Cl and brine, dried over sodium sulfate,... Reaction conditions: temperature 80 celsius. The reagents and catalysts are [C].[Pd] (palladium carbon). Isolated yield 76.3%. As a reaction SMILES: [CH3:1][C:2]([CH3:28])([CH3:27])[C:3]([O:5][C@H:6]1[C@@H:11]2[C:12]([CH2:15]OC(=O)C(C)(C)C)=[CH:13][CH2:14][C@@H:10]2[C:9]([C:23]([O:25][CH3:26])=[O:24])=[CH:8][O:7]1)=[O:4].C([O-])=O.[NH4+]>O1CCCC1.[C].[Pd]>[CH3:15][C:12]1[C@H:11]2[C@H:6]([O:5][C:3](=[O:4])[C:2]([CH3:28])([CH3:27])[CH3:1])[O:7][CH:8]=[C:9]([C:23]([O:25][CH3:26])=[O:24])[C@H:10]2[CH2:14][CH:13]=1 |f:1.2,4.5|. Reported procedure: Methyl (1S, 4aS, 7aS)-1, 4a, 5, 7a-tetrahydro-1-trimethylacetoxy-7-(trimethylacetoxymethyl)cyclopenta[c]-pyran-4-carboxylate (200 mg, 0.00051 mol) obtained in Example 14 was dissolved in 15 ml of tetrahydrofuran, and 10% palladium carbon (10 mg) was suspended. After ammonium formate (320 mg, 0.0046 mol) was added, the reaction mixture was refluxed at 80° C. Twelve hours later, celite filtration was carried out, and 50 ml of ethyl acetate was added to the filtrate. After this organic layer was wa... Yields the product CC1=CC[C@H]2[C@@H]1[C@@H](OC=C2C(=O)OC)OC(C(C)(C)C)=O (methyl (1S, 4aS, 7aS)-1, 4a, 5, 7a-tetrahydro-7-methyl-1-trimethylacetoxycyclopenta[c]pyran-4-carboxylate). The reactants are CC(C(=O)O[C@@H]1OC=C([C@@H]2[C@H]1C(=CC2)COC(C(C)(C)C)=O)C(=O)OC)(C)C (Methyl (1S, 4aS, 7aS)-1, 4a, 5, 7a-tetrahydro-1-trimethylacetoxy-7-(trimethylacetoxymethyl)cyclopenta[c]-pyran-4-carboxylate), C(=O)[O-].[NH4+] (ammonium formate). Run in O1CCCC1 (tetrahydrofuran). Reactants: CCOC(C)=O, CC(C)(C)OC(=O)N1CCCC(C(OCCN=[N+]=[N-])c2cccc(Cl)c2F)C1. Product: CC(C)(C)OC(=O)N1CCCC(C(OCCN)c2cccc(Cl)c2F)C1. As a reaction SMILES: [CH3:29][CH2:30][O:31][C:32]([CH3:33])=[O:34].[N:1](=[N+:2]=[N-:3])[CH2:4][CH2:5][O:6][CH:7]([CH:8]1[CH2:9][N:10]([C:14](=[O:15])[O:16][C:17]([CH3:18])([CH3:19])[CH3:20])[CH2:11][CH2:12][CH2:13]1)[c:21]1[c:22]([F:28])[c:23]([Cl:27])[cH:24][cH:25][cH:26]1>>[NH2:1][CH2:4][CH2:5][O:6][CH:7]([CH:8]1[CH2:9][N:10]([C:14](=[O:15])[O:16][C:17]([CH3:18])([CH3:19])[CH3:20])[CH2:11][CH2:12][CH2:13]1)[c:21]1[c:22]([F:28])[c:23]([Cl:27])[cH:24][cH:25][cH:26]1.